Dataset: the Open Reaction Database (ORD), a public repository of structured organic reaction records. Task: describe an organic reaction: reactants, conditions, products, and yield Starting materials: C(C)N(S(=O)(=O)C=1SC=CC1)CCN1CCOCC1 (N-Ethyl-N-[2-(4-morpholinyl)ethyl]-2-thiophenesulfonamide), C(CCC)[Li] (n-butyllithium), S(=O)=O (sulfurdioxide), NOS(=O)(=O)O (hydroxylamine-O-sulfonic acid), Cl (HCl). Procedure details: The product from Step A (2.2 g, 7.24 mmol) was treated sequentially with n-butyllithium, sulfurdioxide, hydroxylamine-O-sulfonic acid and ethanolic HCl in much the same way as described in Example 4 to furnish the desired product as a hygroscopic white solid: mp 80°-85° C. Product: Cl.C(C)N(S(=O)(=O)C=1SC(=CC1)S(=O)(=O)N)CCN1CCOCC1 (N-Ethyl-N-[2-(4-morpholinyl)ethyl]-2,5-thiophenedisulfonamide hydrochloride). As a reaction SMILES: [CH2:1]([N:3]([CH2:12][CH2:13][N:14]1[CH2:19][CH2:18][O:17][CH2:16][CH2:15]1)[S:4]([C:7]1[S:8][CH:9]=[CH:10][CH:11]=1)(=[O:6])=[O:5])[CH3:2].C([Li])CCC.[S:25](=[O:27])=[O:26].[NH2:28]OS(O)(=O)=O.[ClH:34]>>[ClH:34].[CH2:1]([N:3]([CH2:12][CH2:13][N:14]1[CH2:15][CH2:16][O:17][CH2:18][CH2:19]1)[S:4]([C:7]1[S:8][C:9]([S:25]([NH2:28])(=[O:27])=[O:26])=[CH:10][CH:11]=1)(=[O:5])=[O:6])[CH3:2] |f:5.6|. Reactants: O1CCCC1 (tetrahydrofuran), Cl[Si](C)(C)Cl (dichlorodimethylsilane), O1CCCC1 (tetrahydrofuran), CC1=C(C(=C(C1)C)C)C (tetramethylcyclopentadiene), C(CCC)[Li] (n-butyl lithium). Solvent: CCCCCC (n-hexane). Conditions: temperature 0 celsius, time 20 minute. Yields the product CC=1C(=C(C(C1)(C)[Si](Cl)(C)C)C)C ((tetramethylcyclopentadienyl)dimethylchlorosilane). As a reaction SMILES: O1CCCC1.[CH3:6][C:7]1[CH2:11][C:10]([CH3:12])=[C:9]([CH3:13])[C:8]=1[CH3:14].C([Li])CCC.[Cl:20][Si:21](Cl)([CH3:23])[CH3:22]>CCCCCC>[CH3:6][C:7]1[C:8]([CH3:14])=[C:9]([CH3:13])[C:10]([Si:21]([CH3:23])([CH3:22])[Cl:20])([CH3:12])[CH:11]=1. Procedure: Into a two-necked round-bottomed flask, the atmosphere in which was replaced with nitrogen, were charged 30 g of tetrahydrofuran and 1.10 g of tetramethylcyclopentadiene. The mixture was cooled to 0° C. with stirring and 4.90 ml of n-butyl lithium (1.6M solution in n-hexane) (7.84 mmol as n-butyl lithium) was gradually added dropwise thereto over 20 minutes. The obtained reaction mixture in the form of a white slurry was stirred further for at 0° C. for 3 hours, and added to a pre-cooled mixed s... The reactants are CCO, CN(C)CCCOc1ccc([N+](=O)[O-])cc1, [H][H], [OH-], [OH-], [Pd+2]. Product: CN(C)CCCOc1ccc(N)cc1. RXN SMILES: [CH3:19][CH2:20][OH:21].[CH3:1][N:2]([CH2:3][CH2:4][CH2:5][O:6][c:7]1[cH:8][cH:9][c:10]([N+:13]([O-:14])=[O:15])[cH:11][cH:12]1)[CH3:16].[H:17][H:18].[OH-:22].[OH-:23].[Pd+2:24]>>[CH3:1][N:2]([CH2:3][CH2:4][CH2:5][O:6][c:7]1[cH:8][cH:9][c:10]([NH2:13])[cH:11][cH:12]1)[CH3:16]. The reactants are C(C)OC(CCNC([C@H](CC1=CC=CC=C1)OP(=O)(OCC1=CC=CC=C1)O)=O)=O (N-[(S)2-[[hydroxy(phenylmethoxy)phosphinyl]oxy]-1-oxo-3-phenylpropyl]β-alanine ethyl ester), [Ca] (calcium). The product is C(C)OC(CCNC([C@H](CC1=CC=CC=C1)OP(=O)(OCC1=CC=CC=C1)OCC1=CC=CC=C1)=O)=O (N-[(S)2-[[bis(phenylmethoxy)phosphinyl]oxy]-1-oxo-3-phenylpropyl]β-alanine ethyl ester). RXN SMILES: [CH2:1]([O:3][C:4](=[O:30])[CH2:5][CH2:6][NH:7][C:8](=[O:29])[C@@H:9]([O:17][P:18]([OH:28])([O:20][CH2:21][C:22]1[CH:27]=[CH:26][CH:25]=[CH:24][CH:23]=1)=[O:19])[CH2:10][C:11]1[CH:16]=[CH:15][CH:14]=[CH:13][CH:12]=1)[CH3:2].[Ca]>>[CH2:1]([O:3][C:4](=[O:30])[CH2:5][CH2:6][NH:7][C:8](=[O:29])[C@@H:9]([O:17][P:18]([O:28][CH2:10][C:11]1[CH:16]=[CH:15][CH:14]=[CH:13][CH:12]=1)([O:20][CH2:21][C:22]1[CH:23]=[CH:24][CH:25]=[CH:26][CH:27]=1)=[O:19])[CH2:10][C:11]1[CH:16]=[CH:15][CH:14]=[CH:13][CH:12]=1)[CH3:2]. Procedure details: N-[(S)2-[[hydroxy(phenylmethoxy)phosphinyl]oxy]-1-oxo-3-phenylpropyl]β-alanine ethyl ester, calcium salt thereof; Reactants: NC1=C(C(=C(C=C1)NC(C(C1=CC=CC=C1)(F)F)=O)F)CCO (N-[4-amino-2-fluoro-3-(2-hydroxyethyl)phenyl]-2,2-difluoro-2-phenylacetamide), C(C)(=O)O (acetic acid), Cl (HCl), N(=O)[O-].[Na+] (NaNO2), Cl (HCl), Cl (HCl). The reagents and catalysts are Cl[Cu] (CuCl). Run in O (H2O). Conditions: time 30 minute. Product: ClC1=C(C(=C(C=C1)NC(C(C1=CC=CC=C1)(F)F)=O)F)CCO (N-[4-Chloro-2-fluoro-3-(2-hydroxyethyl)phenyl]-2,2-difluoro-2-phenylacetamide). Yield: 48.0%. Reaction SMILES: N[C:2]1[CH:7]=[CH:6][C:5]([NH:8][C:9](=[O:19])[C:10]([F:18])([F:17])[C:11]2[CH:16]=[CH:15][CH:14]=[CH:13][CH:12]=2)=[C:4]([F:20])[C:3]=1[CH2:21][CH2:22][OH:23].N([O-])=O.[Na+].C(O)(=O)C.[ClH:32]>O.Cl[Cu]>[Cl:32][C:2]1[CH:7]=[CH:6][C:5]([NH:8][C:9](=[O:19])[C:10]([F:18])([F:17])[C:11]2[CH:16]=[CH:15][CH:14]=[CH:13][CH:12]=2)=[C:4]([F:20])[C:3]=1[CH2:21][CH2:22][OH:23] |f:1.2|. Reported procedure: A suspension of N-[4-amino-2-fluoro-3-(2-hydroxyethyl)phenyl]-2,2-difluoro-2-phenylacetamide (1.63 g, 5.00 mmol), as prepared according to the procedure of the preceding step, in 6N HCl (9 mL) was cooled in an ice-bath, and then a solution of NaNO2 (434 mg, 6.30 mmol) in H2O (2.4 mL) was added over a period of 5 minutes. After 30 minutes, acetic acid (2.9 mL) and concentrated HCl (2.9 mL) were added and the reaction mixture stirred for 1 hour. To this mixture was added a solution of CuCl (848 mg... Starting materials: CCc1cnc(CCN(Cc2ccccc2)C(=O)[O-])o1, CO. Yields the product CCc1cnc(CCN)o1. As a reaction SMILES: [CH2:1]([c:5]1[cH:6][cH:7][cH:9][cH:10][cH:11]1)[N:8]([C:2](=[O:3])[O-:4])[CH2:12][CH2:13][c:14]1[o:15][c:16]([CH2:19][CH3:20])[cH:17][n:18]1.[CH3:21][OH:22]>>[NH2:8][CH2:12][CH2:13][c:14]1[o:15][c:16]([CH2:19][CH3:20])[cH:17][n:18]1. The reactants are BrC1=CC2=C(C=C1)C1(CCN(CC1)C(=O)C1=CNC3=CC(=CC=C13)Cl)OC2=O (5-bromo-1′-[(6-chloro-1H-indol-3-yl)carbonyl]-3H-spiro[2-benzofuran-1,4′-piperidin]-3-one), FC=1C=C(CCl)C=CC1 (3-fluorobenzyl chloride). Yields the product BrC1=CC2=C(C=C1)C1(CCN(CC1)C(=O)C1=CN(C3=CC(=CC=C13)Cl)CC1=CC(=CC=C1)F)OC2=O (5-Bromo-1′-{[6-chloro-1-(3-fluorobenzyl)-1H-indol-3-yl]carbonyl}-3H-spiro[2-benzofuran-1,4′-piperidin]-3-one). Reaction SMILES: [Br:1][C:2]1[CH:7]=[CH:6][C:5]2[C:8]3([O:26][C:27](=[O:28])[C:4]=2[CH:3]=1)[CH2:13][CH2:12][N:11]([C:14]([C:16]1[C:24]2[C:19](=[CH:20][C:21]([Cl:25])=[CH:22][CH:23]=2)[NH:18][CH:17]=1)=[O:15])[CH2:10][CH2:9]3.[F:29][C:30]1[CH:31]=[C:32]([CH:35]=[CH:36][CH:37]=1)[CH2:33]Cl>>[Br:1][C:2]1[CH:7]=[CH:6][C:5]2[C:8]3([O:26][C:27](=[O:28])[C:4]=2[CH:3]=1)[CH2:9][CH2:10][N:11]([C:14]([C:16]1[C:24]2[C:19](=[CH:20][C:21]([Cl:25])=[CH:22][CH:23]=2)[N:18]([CH2:33][C:32]2[CH:35]=[CH:36][CH:37]=[C:30]([F:29])[CH:31]=2)[CH:17]=1)=[O:15])[CH2:12][CH2:13]3. Reported procedure: Following the general procedure III as described above, the alkylation of 5-bromo-1′-[(6-chloro-1H-indol-3-yl)carbonyl]-3H-spiro[2-benzofuran-1,4′-piperidin]-3-one with commercially available 3-fluorobenzyl chloride gave the title compound. ES-MS m/e (%): 567.3 (M+H+). The reactants are NC(=O)CCC(NC(=O)OCc1ccccc1)C(=O)O, CN1CCOCC1, CN(C)C=O, O, On1nnc2ccccc21. Product: NC(=O)OCc1ccccc1. Reaction SMILES: [C:12](=[O:13])([O:14][CH2:15][c:16]1[cH:17][cH:18][cH:19][cH:20][cH:21]1)[NH:22][CH:23]([C:24]([OH:25])=[O:26])[CH2:27][CH2:28][C:29](=[O:30])[NH2:31].[CH3:32][N:33]1[CH2:34][CH2:35][O:36][CH2:37][CH2:38]1.[O:39]=[CH:40][N:41]([CH3:42])[CH3:43].[OH2:1].[OH:2][n:3]1[c:4]2[cH:5][cH:6][cH:7][cH:8][c:9]2[n:10][n:11]1>>[C:12](=[O:13])([O:14][CH2:15][c:16]1[cH:17][cH:18][cH:19][cH:20][cH:21]1)[NH2:22].